Dataset: the Open Reaction Database (ORD), a public repository of structured organic reaction records. Task: describe an organic reaction: reactants, conditions, products, and yield Reactants: Cl.O[C@H]1C[C@H](NC1)C(=O)N ((2S,4S)-4-hydroxypyrrolidine-2-carboxamide hydrochloride), CN(C)C(=[N+](C)C)ON1C2=C(C=CC=C2)N=N1.[B-](F)(F)(F)F (TBTU), CCN(C(C)C)C(C)C (DIEA), C1(CC1)COC1=C(C=CC(=N1)C(=O)O)N1CC(C1)(F)F (6-cyclopropylmethoxy-5-(3,3-difluoro-azetidin-1-yl)-pyridine-2-carboxylic acid). Product: C1(CC1)COC1=C(C=CC(=N1)C(=O)N1[C@@H](C[C@@H](C1)O)C(=O)N)N1CC(C1)(F)F ((2S,4S)-1-[6-Cyclopropylmethoxy-5-(3,3-difluoro-azetidin-1-yl)-pyridine-2-carbonyl]-4-hydroxy-pyrrolidine-2-carboxylic acid amide). RXN SMILES: [CH:1]1([CH2:4][O:5][C:6]2[N:11]=[C:10]([C:12]([OH:14])=O)[CH:9]=[CH:8][C:7]=2[N:15]2[CH2:18][C:17]([F:20])([F:19])[CH2:16]2)[CH2:3][CH2:2]1.Cl.[OH:22][C@@H:23]1[CH2:27][NH:26][C@H:25]([C:28]([NH2:30])=[O:29])[CH2:24]1.CN(C(ON1N=NC2C=CC=CC1=2)=[N+](C)C)C.[B-](F)(F)(F)F.CCN(C(C)C)C(C)C>>[CH:1]1([CH2:4][O:5][C:6]2[N:11]=[C:10]([C:12]([N:26]3[CH2:27][C@@H:23]([OH:22])[CH2:24][C@H:25]3[C:28]([NH2:30])=[O:29])=[O:14])[CH:9]=[CH:8][C:7]=2[N:15]2[CH2:18][C:17]([F:20])([F:19])[CH2:16]2)[CH2:2][CH2:3]1 |f:1.2,3.4|. Procedure details: In analogy to the procedure described in Example 47 b), 6-cyclopropylmethoxy-5-(3,3-difluoro-azetidin-1-yl)-pyridine-2-carboxylic acid (Example 1 b)) was reacted with (2S,4S)-4-hydroxypyrrolidine-2-carboxamide hydrochloride (851233-67-5) in the presence of TBTU and DIEA to obtain the title compound as colorless oil; MS (EI): m/e=397.5 [MH+]. The solvent is O (Water), CN(C=O)C (N,N-dimethylformamide), C(C)N(CC)CC (triethylamine). Reported procedure: A solution of 7-nitro-1H-indole-2-carboxylic acid (4.4 g), 1H-1,2,3-benzotriazol-1-ol (3.8 g), N-[3-(dimethylamino)propyl]-N′-ethylcarbodiimide hydrochloride (4.8 g), 2-(tritylthio)ethylamine hydrochloride (7.4 g) and triethylamine (3.5 mL) in N,N-dimethylformamide (50 mL) was stirred at room temperature for 4 hr. Water was added to the reaction mixture, and the mixture was extracted with ethyl acetate. The ethyl acetate layer was washed with saturated brine, dried (MgSO4) and concentrated. The ... Yield: 95.7%. As a reaction SMILES: [N+:1]([C:4]1[CH:5]=[CH:6][CH:7]=[C:8]2[C:12]=1[NH:11][C:10]([C:13]([OH:15])=O)=[CH:9]2)([O-:3])=[O:2].N1(O)C2C=CC=CC=2N=N1.Cl.CN(C)CCCN=C=NCC.Cl.[C:39]([S:58][CH2:59][CH2:60][NH2:61])([C:52]1[CH:57]=[CH:56][CH:55]=[CH:54][CH:53]=1)([C:46]1[CH:51]=[CH:50][CH:49]=[CH:48][CH:47]=1)[C:40]1[CH:45]=[CH:44][CH:43]=[CH:42][CH:41]=1>CN(C)C=O.O.C(N(CC)CC)C>[N+:1]([C:4]1[CH:5]=[CH:6][CH:7]=[C:8]2[C:12]=1[NH:11][C:10]([C:13]([NH:61][CH2:60][CH2:59][S:58][C:39]([C:46]1[CH:51]=[CH:50][CH:49]=[CH:48][CH:47]=1)([C:40]1[CH:41]=[CH:42][CH:43]=[CH:44][CH:45]=1)[C:52]1[CH:57]=[CH:56][CH:55]=[CH:54][CH:53]=1)=[O:15])=[CH:9]2)([O-:3])=[O:2] |f:2.3,4.5|. Starting materials: [N+](=O)([O-])C=1C=CC=C2C=C(NC12)C(=O)O (7-nitro-1H-indole-2-carboxylic acid), N1(N=NC2=C1C=CC=C2)O (1H-1,2,3-benzotriazol-1-ol), Cl.CN(CCCN=C=NCC)C (N-[3-(dimethylamino)propyl]-N′-ethylcarbodiimide hydrochloride), Cl.C(C1=CC=CC=C1)(C1=CC=CC=C1)(C1=CC=CC=C1)SCCN (2-(tritylthio)ethylamine hydrochloride). The product is [N+](=O)([O-])C=1C=CC=C2C=C(NC12)C(=O)NCCSC(C1=CC=CC=C1)(C1=CC=CC=C1)C1=CC=CC=C1 (7-Nitro-N-[2-(tritylthio)ethyl]-1H-indole-2-carboxamide). Starting materials: COC(=O)CBr, O=C([O-])[O-], CC(C)(N)c1ccccc1, CC#N, [K+], [K+]. Yields the product COC(=O)CNC(C)(C)c1ccccc1. As a reaction SMILES: [Br:17][CH2:18][C:19](=[O:20])[O:21][CH3:22].[C:11](=[O:12])([O-:13])[O-:14].[CH3:1][C:2]([c:3]1[cH:4][cH:5][cH:6][cH:7][cH:8]1)([CH3:9])[NH2:10].[CH3:23][C:24]#[N:25].[K+:15].[K+:16]>>[CH3:1][C:2]([c:3]1[cH:4][cH:5][cH:6][cH:7][cH:8]1)([CH3:9])[NH:10][CH2:18][C:19](=[O:20])[O:21][CH3:22]. The reactants are ON=C(C(=O)OCC)C(=O)C1=CC=C(C=C1)OCC (Ethyl 2-hydroxyimino-3-(4-ethoxyphenyl)-3-oxopropionate), [N+](=O)([O-])C1=CC=C(CN)C=C1 (4-nitrobenzylamine). Product: C(C)OC1=CC=C(C=C1)C1=C(N=C(N1)C1=CC=C(C=C1)[N+](=O)[O-])C(=O)OCC (ethyl 5-(4-ethoxyphenyl)-2-(4-nitrophenyl)imidazole-4-carboxylate). Yield: 23.1%. As a reaction SMILES: O[N:2]=[C:3]([C:9]([C:11]1[CH:16]=[CH:15][C:14]([O:17][CH2:18][CH3:19])=[CH:13][CH:12]=1)=O)[C:4]([O:6][CH2:7][CH3:8])=[O:5].[N+:20]([C:23]1[CH:30]=[CH:29][C:26]([CH2:27][NH2:28])=[CH:25][CH:24]=1)([O-:22])=[O:21]>>[CH2:18]([O:17][C:14]1[CH:15]=[CH:16][C:11]([C:9]2[NH:28][C:27]([C:26]3[CH:25]=[CH:24][C:23]([N+:20]([O-:22])=[O:21])=[CH:30][CH:29]=3)=[N:2][C:3]=2[C:4]([O:6][CH2:7][CH3:8])=[O:5])=[CH:12][CH:13]=1)[CH3:19]. Procedure: Ethyl 2-hydroxyimino-3-(4-ethoxyphenyl)-3-oxopropionate (84.5 g) and 4-nitrobenzylamine (87.1 g) were reacted and treated in the same manner as in Starting Material Synthetic Example 1 to give ethyl 5-(4-ethoxyphenyl)-2-(4-nitrophenyl)imidazole-4-carboxylate (28.1 g), melting point 214-217° C. Solvent: C(C)O (ethanol). Reported procedure: To a solution of 25 g 2-Chloro-3,5-dinitropyridine in 190 ml ethanol were added dropwise 75 ml concentrated ammonia at room temperature. After stirring for 1 hour (hr), the mixture was cooled in an ice bath. The product was isolated by filtration and washed with cold water. Yields the product NC1=NC=C(C=C1[N+](=O)[O-])[N+](=O)[O-] (2-Amino-3,5-dinitropyridine). Starting materials: ClC1=NC=C(C=C1[N+](=O)[O-])[N+](=O)[O-] (2-Chloro-3,5-dinitropyridine), N (ammonia). Conditions: time 1 hour. RXN SMILES: Cl[C:2]1[C:7]([N+:8]([O-:10])=[O:9])=[CH:6][C:5]([N+:11]([O-:13])=[O:12])=[CH:4][N:3]=1.[NH3:14]>C(O)C>[NH2:14][C:2]1[C:7]([N+:8]([O-:10])=[O:9])=[CH:6][C:5]([N+:11]([O-:13])=[O:12])=[CH:4][N:3]=1. Starting materials: C1(=CC=C(C=C1)S(=O)(=O)O)C (p-toluenesulfonic acid), FC(C=1C=C(C(C(=O)O)=CC1)N)(F)F (4-trifluoromethylanthranilic acid), S(=O)(=O)([O-])[O-].[Mg+2] (magnesium sulfate). Solvent: C1(=CC=CC=C1)C (toluene), C(C)O (ethanol). Yields the product C(C)OC(C=1C(N)=CC(=CC1)C(F)(F)F)=O (4-trifluoromethyl anthranilic acid ethyl ester). RXN SMILES: [F:1][C:2]([F:14])([F:13])[C:3]1[CH:4]=[C:5]([NH2:12])[C:6](=[CH:10][CH:11]=1)[C:7]([OH:9])=[O:8].[C:15]1(C)C=CC(S(O)(=O)=O)=C[CH:16]=1.S([O-])([O-])(=O)=O.[Mg+2]>C(O)C.C1(C)C=CC=CC=1>[CH2:15]([O:8][C:7](=[O:9])[C:6]1[C:5](=[CH:4][C:3]([C:2]([F:13])([F:14])[F:1])=[CH:11][CH:10]=1)[NH2:12])[CH3:16] |f:2.3|. Procedure: 19.8 grams of 4-trifluoromethylanthranilic acid are dissolved in 350 ml of anhydrous ethanol and 300 ml of dry toluene. To this solution is added 21.8 grams of anhydrous p-toluenesulfonic acid. The solution is refluxed under an extractor containing a thimble of anhydrous magnesium sulfate for 2 weeks with periodic replacement of the drying agent. The solvent is then removed on a rotary evaporator. The residue is treated with 200 ml of 2N sodium hydroxide. The resultant mixture is extracted thric...